From a dataset of the Open Reaction Database (ORD), a public repository of structured organic reaction records. describe an organic reaction: reactants, conditions, products, and yield The reactants are O=C1NC2=CC=CC=C2C(=C1)CC(=O)OC (methyl 2-oxo-1,2-dihydro-4-quinolineacetate). The reagents and catalysts are [Pt] (platinum). The product is OCCC1=CC(NC2=CC=CC=C12)=O (4-(2-Hydroxyethyl)-2(1H)-quinolinone), OCCC1CC(NC2=CC=CC=C12)=O ((±)-4-(2-hydroxyethyl)-3,4-dihydro-2(1H)-quinolinone). Reaction SMILES: [O:1]=[C:2]1[CH:11]=[C:10]([CH2:12][C:13](OC)=[O:14])[C:9]2[C:4](=[CH:5][CH:6]=[CH:7][CH:8]=2)[NH:3]1>[Pt]>[OH:14][CH2:13][CH2:12][C:10]1[C:9]2[C:4](=[CH:5][CH:6]=[CH:7][CH:8]=2)[NH:3][C:2](=[O:1])[CH:11]=1.[OH:14][CH2:13][CH2:12][CH:10]1[C:9]2[C:4](=[CH:5][CH:6]=[CH:7][CH:8]=2)[NH:3][C:2](=[O:1])[CH2:11]1. Procedure details: 4-(2-Hydroxyethyl)-2(1H)-quinolinone is prepared from methyl 2-oxo-1,2-dihydro-4-quinolineacetate (prepared in 3.3.) according to the procedure described in 1.3. It is a solid, melting point 213°-5° C. A catalytic hydrogenation of this compound is performed with Adams+ platinum to obtain (±)-4-(2-hydroxyethyl)-3,4-dihydro-2(1H)-quinolinone. Reactants: C(C)(C)(C)OC(N[C@@H]1CC[C@H](CC1)C=O)=O (trans-(4-Formyl-cyclohexyl)-carbamic acid tert-butyl ester), O (Water), C(CCC)[Li] (Butyllithium), C(C)(C)(C)OC(C(CC(=O)OCC1=CC=CC=C1)P(=O)(OCC)OCC)=O (2-(diethoxy-phosphoryl)-succinic acid 4-benzyl ester 1-tert-butyl ester). Run in C1CCOC1 (THF), C1CCOC1 (THF). Reaction conditions: temperature 0 celsius, time 1 hour. The product is C(C)(C)(C)OC(C(CC(=O)OCC1=CC=CC=C1)=C[C@@H]1CC[C@H](CC1)NC(=O)OC(C)(C)C)=O (trans-2-(4-tert-Butoxycarbonylamino-cyclohexylmethylene)-succinic acid 4-benzyl ester 1-tert-butyl ester). The yield is 40.6%. As a reaction SMILES: C([Li])CCC.[C:6]([O:10][C:11](=[O:32])[CH:12](P(OCC)(OCC)=O)[CH2:13][C:14]([O:16][CH2:17][C:18]1[CH:23]=[CH:22][CH:21]=[CH:20][CH:19]=1)=[O:15])([CH3:9])([CH3:8])[CH3:7].[C:33]([O:37][C:38](=[O:48])[NH:39][C@H:40]1[CH2:45][CH2:44][C@H:43]([CH:46]=O)[CH2:42][CH2:41]1)([CH3:36])([CH3:35])[CH3:34].O>C1COCC1>[C:6]([O:10][C:11](=[O:32])[C:12](=[CH:46][C@H:43]1[CH2:42][CH2:41][C@H:40]([NH:39][C:38]([O:37][C:33]([CH3:34])([CH3:36])[CH3:35])=[O:48])[CH2:45][CH2:44]1)[CH2:13][C:14]([O:16][CH2:17][C:18]1[CH:19]=[CH:20][CH:21]=[CH:22][CH:23]=1)=[O:15])([CH3:7])([CH3:8])[CH3:9]. Reported procedure: Butyllithium (1.6 M in hexane, 5.0 ml, 8.00 mmol) was added dropwise to a solution of 2-(diethoxy-phosphoryl)-succinic acid 4-benzyl ester 1-tert-butyl ester (3.21 g, 8.00 mmol) in THF (25 mL) at 0° C. under nitrogen. After stirring at 0° C. for 1 h, the solution was transferred to a solution of trans-(4-Formyl-cyclohexyl)-carbamic acid tert-butyl ester (1.30 g, 5.72 mmol) in THF (10 mL). The resulting mixture was stirred at 0° C. for 1 h and at room temperature overnight. Water was added and th...